Dataset: the Open Reaction Database (ORD), a public repository of structured organic reaction records. Task: describe an organic reaction: reactants, conditions, products, and yield The product is Nc1cc(Oc2ccc3c(ccn3C(=O)NC3CCCC3)c2)ccn1. Reactants: CN(C)C=O, O=C(NC1CCCC1)Oc1ccccc1, [H-], [Na+], O, Nc1cc(Oc2ccc3[nH]ccc3c2)ccn1. RXN SMILES: [CH3:36][N:37]([CH3:38])[CH:39]=[O:40].[CH:20]1([NH:25][C:26]([O:27][c:29]2[cH:30][cH:31][cH:32][cH:33][cH:34]2)=[O:28])[CH2:21][CH2:22][CH2:23][CH2:24]1.[H-:18].[Na+:19].[OH2:35].[nH:1]1[cH:2][cH:3][c:4]2[cH:5][c:6]([O:10][c:11]3[cH:12][c:13]([NH2:17])[n:14][cH:15][cH:16]3)[cH:7][cH:8][c:9]12>>[n:1]1([C:26]([NH:25][CH:20]2[CH2:21][CH2:22][CH2:23][CH2:24]2)=[O:27])[cH:2][cH:3][c:4]2[cH:5][c:6]([O:10][c:11]3[cH:12][c:13]([NH2:17])[n:14][cH:15][cH:16]3)[cH:7][cH:8][c:9]12.